Dataset: the Open Reaction Database (ORD), a public repository of structured organic reaction records. Task: describe an organic reaction: reactants, conditions, products, and yield The reactants are CC1=CN=NC=C1 (4-methylpyridazine), FC1=CC=C(C(=O)OCC)C=C1 (ethyl 4-fluorobenzoate), C(C)(C)O (isopropyl alcohol), [Cl-].[NH4+] (ammonium chloride), solution, C[Si](N[Si](C)(C)C)(C)C.[Na] (sodium hexamethyldisilazane). The solvent is O1CCCC1 (tetrahydrofuran), C(C)(C)OC(C)C (diisopropyl ether), O1CCCC1 (tetrahydrofuran). Conditions: temperature 0 celsius, time 1 hour. Yields the product FC1=CC=C(C=C1)C(CC1=CN=NC=C1)=O (1-(4-fluorophenyl)-2-pyridazin-4-ylethanone). The yield is 77.5%. As a reaction SMILES: [CH3:1][C:2]1[CH:7]=[CH:6][N:5]=[N:4][CH:3]=1.[F:8][C:9]1[CH:19]=[CH:18][C:12]([C:13](OCC)=[O:14])=[CH:11][CH:10]=1.C[Si](C)(C)N[Si](C)(C)C.[Na].[Cl-].[NH4+].C(O)(C)C>O1CCCC1.C(OC(C)C)(C)C>[F:8][C:9]1[CH:19]=[CH:18][C:12]([C:13](=[O:14])[CH2:1][C:2]2[CH:7]=[CH:6][N:5]=[N:4][CH:3]=2)=[CH:11][CH:10]=1 |f:2.3,4.5,^1:28|. Procedure details: A solution under argon of 1.88 g (20.0 mmol) of 4-methylpyridazine and 3.36 g (20.0 mmol) of ethyl 4-fluorobenzoate in 50 ml of anhydrous tetrahydrofuran is cooled to 0° C. and then 20.0 ml (40.0 mmol) of a 2M solution of sodium hexamethyldisilazane in tetrahydrofuran (THF) are added dropwise. After the addition, the temperature is allowed to return to ambient temperature, while a gradual setting of the reaction medium is observed. After one hour, the mixture is poured into an aqueous solution o... Starting materials: BrC=1C(=C2C(N=C(O2)C2CC2)=C(C1C)C#N)OC (6-bromo-2-cyclopropyl-7-methoxy-5-methyl-1,3-benzoxazole-4-carbonitrile), C(CCC)[Sn](C1=CC=CC=C1)(CCCC)CCCC (tributylphenyltin), C(C)(C)(C)C1(CC=CC(=C1O)C(C)(C)C)C (2,6-di-tert-butylcresol). Reagents/catalysts: Cl[Pd]([P](C1=CC=CC=C1)(C2=CC=CC=C2)C3=CC=CC=C3)([P](C4=CC=CC=C4)(C5=CC=CC=C5)C6=CC=CC=C6)Cl (bis(triphenylphosphine)palladium(II) dichloride). The solvent is O1CCOCC1 (1,4-dioxane). Run at temperature 100 celsius, time 15 hour. Product: C1(CC1)C=1OC=2C(N1)=C(C(=C(C2OC)C2=CC=CC=C2)C)C#N (2-Cyclopropyl-7-methoxy-5-methyl-6-phenyl-1,3-benzoxazole-4-carbonitrile). Yield: 97.7%. RXN SMILES: Br[C:2]1[C:3]([O:17][CH3:18])=[C:4]2[O:8][C:7]([CH:9]3[CH2:11][CH2:10]3)=[N:6][C:5]2=[C:12]([C:15]#[N:16])[C:13]=1[CH3:14].C([Sn](CCCC)(CCCC)[C:24]1[CH:29]=[CH:28][CH:27]=[CH:26][CH:25]=1)CCC.C(C1(C)C(O)=C(C(C)(C)C)C=CC1)(C)(C)C>Cl[Pd](Cl)([P](C1C=CC=CC=1)(C1C=CC=CC=1)C1C=CC=CC=1)[P](C1C=CC=CC=1)(C1C=CC=CC=1)C1C=CC=CC=1.O1CCOCC1>[CH:9]1([C:7]2[O:8][C:4]3[C:5](=[C:12]([C:15]#[N:16])[C:13]([CH3:14])=[C:2]([C:24]4[CH:29]=[CH:28][CH:27]=[CH:26][CH:25]=4)[C:3]=3[O:17][CH3:18])[N:6]=2)[CH2:11][CH2:10]1 |^1:56,75|. Reported procedure: Under argon atmosphere, bis(triphenylphosphine)palladium(II) dichloride (777 mg, 1.11 mmol) was added to a 1,4-dioxane (110 ml) solution of 6-bromo-2-cyclopropyl-7-methoxy-5-methyl-1,3-benzoxazole-4-carbonitrile (I-83) (3.40 g, 11.1 mmol), tributylphenyltin (5.28 g, 14.4 mmol) and 2,6-di-tert-butylcresol (488 mg, 2.21 mmol), followed by stirring in an oil bath at 100° C. for 15 hours. The reaction liquid was concentrated under reduced pressure, the residue was dissolved in ethyl acetate, and was... Starting materials: CNC, CCO, CC1(C)CC(c2ccccc2)c2ccc(OCC3CO3)cc2O1. The product is CN(C)CC(O)COc1ccc2c(c1)OC(C)(C)CC2c1ccccc1. Reaction SMILES: [CH3:24][NH:25][CH3:26].[CH3:27][CH2:28][OH:29].[O:1]1[CH:2]([CH2:3][O:4][c:5]2[cH:6][cH:7][c:8]3[c:13]([cH:14]2)[O:12][C:11]([CH3:15])([CH3:16])[CH2:10][CH:9]3[c:17]2[cH:18][cH:19][cH:20][cH:21][cH:22]2)[CH2:23]1>>[OH:1][CH:2]([CH2:3][O:4][c:5]1[cH:6][cH:7][c:8]2[c:13]([cH:14]1)[O:12][C:11]([CH3:15])([CH3:16])[CH2:10][CH:9]2[c:17]1[cH:18][cH:19][cH:20][cH:21][cH:22]1)[CH2:23][N:25]([CH3:24])[CH3:26]. Starting materials: N#Cc1ccc(C(=O)O)o1, CO, CCN(C(C)C)C(C)C, O=C(Cl)C(=O)Cl, ClCCl, CN1CCN(c2ccc([N+](=O)[O-])c(-c3ccccc3F)c2)CC1, CN(C)C=O. Yields the product CN1CCN(c2ccc(NC(=O)c3ccc(C#N)o3)c(-c3ccccc3F)c2)CC1. As a reaction SMILES: [C:24](#[N:25])[c:26]1[cH:27][cH:28][c:29]([C:31](=[O:32])[OH:33])[o:30]1.[CH3:49][OH:50].[CH:40]([N:41]([CH2:42][CH3:43])[CH:44]([CH3:45])[CH3:46])([CH3:47])[CH3:48].[Cl:34][C:35]([C:36]([Cl:37])=[O:38])=[O:39].[Cl:51][CH2:52][Cl:53].[F:1][c:2]1[c:3](-[c:8]2[cH:9][c:10]([N:17]3[CH2:18][CH2:19][N:20]([CH3:23])[CH2:21][CH2:22]3)[cH:11][cH:12][c:13]2[N+:14]([O-:15])=[O:16])[cH:4][cH:5][cH:6][cH:7]1.[O:54]=[CH:55][N:56]([CH3:57])[CH3:58]>>[F:1][c:2]1[c:3](-[c:8]2[cH:9][c:10]([N:17]3[CH2:18][CH2:19][N:20]([CH3:23])[CH2:21][CH2:22]3)[cH:11][cH:12][c:13]2[NH:14][C:31]([c:29]2[cH:28][cH:27][c:26]([C:24]#[N:25])[o:30]2)=[O:32])[cH:4][cH:5][cH:6][cH:7]1. Reactants: C(#N)CCCCCCN1C(OC[C@@H]1C(=O)OC)=O (methyl(4R)-3-(6-cyanohexyl)-2-oxo-1,3-oxazolidine-4-carboxylate), [BH4-].[Na+] (NaBH4). Run in C(C)O (ethanol). Conditions: time 1 hour. Product: OC[C@@H]1N(C(OC1)=O)CCCCCCC#N (7-[(4S)-4-(hydroxymethyl)-2-oxo-1,3-oxazolidin-3-yl]heptanenitrile). Yield: 96.3%. Reaction SMILES: [C:1]([CH2:3][CH2:4][CH2:5][CH2:6][CH2:7][CH2:8][N:9]1[C@@H:13]([C:14](OC)=[O:15])[CH2:12][O:11][C:10]1=[O:18])#[N:2].[BH4-].[Na+]>C(O)C>[OH:15][CH2:14][C@H:13]1[CH2:12][O:11][C:10](=[O:18])[N:9]1[CH2:8][CH2:7][CH2:6][CH2:5][CH2:4][CH2:3][C:1]#[N:2] |f:1.2|. Procedure: To a solution of ester 2-2 (560 mg) in ethanol (5 mL) at 0° C. was added NaBH4 (38 mg) and the mixture was stirred at the temperature for 1 h and quenched with half saturated NaCl. The mixture was concentrated in vacuo to remove the ethanol and the residue was extracted with ethyl acetate (3×). The organic layers were washed with brine, dried over Na2SO4, filtered and concentrated in vacuo to afford the desired alcohol 2-3 (480 mg). 1H NMR (400 MHz, acetone-d6): δ 4.33 (t, 1H), 4.20–4.12 (m, 2H)... Reactants: FC1=CC2=C(N(C(N2)=O)C2CCNCC2)C=C1C (5-Fluoro-6-methyl-1-(4-piperidinyl)-1,3-dihydro-2H-benzimidazol-2-one), OC(C#N)(C)C (2-hydroxy-2-methylpropanenitrile), O1CCC(CC1)=O (tetrahydro-4H-pyran-4-one). Solvent: CC(=O)N(C)C (DMA), CN(C(C)=O)C (N,N-dimethylacetamide). Reaction conditions: temperature 65 celsius. The product is FC1=CC2=C(N(C(N2)=O)C2CCN(CC2)C2(CCOCC2)C#N)C=C1C (4-[4-(5-Fluoro-6-methyl-2-oxo-2,3-dihydro-1H-benzimidazol-1-yl)piperidin-1-yl]tetrahydro-2H-pyran-4-carbonitrile). Reaction SMILES: [F:1][C:2]1[C:17]([CH3:18])=[CH:16][C:5]2[N:6]([CH:10]3[CH2:15][CH2:14][NH:13][CH2:12][CH2:11]3)[C:7](=[O:9])[NH:8][C:4]=2[CH:3]=1.O[C:20]([CH3:24])([CH3:23])[C:21]#[N:22].[O:25]1[CH2:30]CC(=O)C[CH2:26]1>CC(N(C)C)=O>[F:1][C:2]1[C:17]([CH3:18])=[CH:16][C:5]2[N:6]([CH:10]3[CH2:11][CH2:12][N:13]([C:20]4([C:21]#[N:22])[CH2:24][CH2:30][O:25][CH2:26][CH2:23]4)[CH2:14][CH2:15]3)[C:7](=[O:9])[NH:8][C:4]=2[CH:3]=1. Reported procedure: A mixture of 5-fluoro-6-methyl-1-piperidin-4-yl-1,3-dihydro-2H-benzimidazol-2-one (D30, 0.6 g, 2.4 mmol), 2-hydroxy-2-methylpropanenitrile, (380 mg, 4.8 mmol), tetrahydro-4H-pyran-4-one (480 mg) magnesium sulphate (1.4 g) and N,N-dimethylacetamide (2.4 ml) were stirred at 65° C. under a slow stream of argon. Extra 2 ml DMA was added and stirred for a further 4 hours. The mixture was partitioned between dichloromethane and water. The dichloromethane layer was separated, dried by passing through a... Starting materials: IC=1C=C(C(=O)CC#N)C=CC1 (2-(3-iodobenzoyl)acetonitrile), C1(=CC=CC=C1)N(C=O)C1=CC=CC=C1 (N,N-diphenylformamide). Solvent: C1(=CC=CC=C1)C (toluene), CCOCC (ether). Run at time 8 hour. Yields the product IC=1C=C(C(=O)C(C#N)=CNC2=CC=CC=C2)C=CC1 (2-(3-iodobenzoyl)-3-phenylaminoacrylonitrile). Yield: 62.5%. As a reaction SMILES: [I:1][C:2]1[CH:3]=[C:4]([CH:10]=[CH:11][CH:12]=1)[C:5]([CH2:7][C:8]#[N:9])=[O:6].[C:13]1([N:19](C2C=CC=CC=2)[CH:20]=O)[CH:18]=[CH:17][CH:16]=[CH:15][CH:14]=1>C1(C)C=CC=CC=1.CCOCC>[I:1][C:2]1[CH:3]=[C:4]([CH:10]=[CH:11][CH:12]=1)[C:5]([C:7](=[CH:20][NH:19][C:13]1[CH:18]=[CH:17][CH:16]=[CH:15][CH:14]=1)[C:8]#[N:9])=[O:6]. Reported procedure: A mixture of 2-(3-iodobenzoyl)acetonitrile (36.2 g, 133.5 mmol) and N,N-diphenylformamide (26.2 g, 133.5 mmol) in toluene (200 ml) was heated at reflux under a nitrogen atmosphere. After 8 h, the reaction mixture was cooled to room temperature and diluted with ether (200 ml) to give 2-(3-iodobenzoyl)-3-phenylaminoacrylonitrile (31.2 g) as a solid.